The task is: describe an organic reaction: reactants, conditions, products, and yield. This data is from the Open Reaction Database (ORD), a public repository of structured organic reaction records. Starting materials: [Cl-].[NH4+] (ammonium chloride), C(C)C1NCC2=CC(=C(C=C2C1)OCC1=CC=CC=C1)OC (3-Ethyl-6-benzyloxy-7-methoxytetrahydroisoquinoline), CCN(C(C)C)C(C)C (DIPEA), COC=1C=C(CCl)C=C(C1OC)OC (3,4,5-trimethoxybenzyl chloride). Solvent: O (water), CN(C)C=O (DMF). Yields the product C(C)C1N(CC2=CC(=C(CC2C1)OCC1=CC=CC=C1)OC)CC1=CC(=C(C(=C1)OC)OC)OC (3-Ethyl-6-benzyloxy-7-methoxy-2-(3,4,5-trimethoxybenzyl)tetrahydroisoquinoline), oil. The yield is 73.0%. RXN SMILES: [CH2:1]([CH:3]1[CH2:12][C:11]2[C:6](=[CH:7][C:8]([O:21][CH3:22])=[C:9]([O:13][CH2:14][C:15]3[CH:20]=[CH:19][CH:18]=[CH:17][CH:16]=3)[CH:10]=2)[CH2:5][NH:4]1)[CH3:2].CCN(C(C)C)C(C)C.[CH3:32][O:33][C:34]1[CH:35]=[C:36]([CH:39]=[C:40]([O:44][CH3:45])[C:41]=1[O:42][CH3:43])[CH2:37]Cl.[Cl-].[NH4+]>CN(C=O)C.O>[CH2:1]([CH:3]1[CH2:12][CH:11]2[C:6](=[CH:7][C:8]([O:21][CH3:22])=[C:9]([O:13][CH2:14][C:15]3[CH:20]=[CH:19][CH:18]=[CH:17][CH:16]=3)[CH2:10]2)[CH2:5][N:4]1[CH2:37][C:36]1[CH:39]=[C:40]([O:44][CH3:45])[C:41]([O:42][CH3:43])=[C:34]([O:33][CH3:32])[CH:35]=1)[CH3:2] |f:3.4|. Procedure details: A solution of 261 (297 mg, 1.0 mmol) in anhydrous DMF (3.0 mL), DIPEA (264 mg, 2.0 mmol) and 3,4,5-trimethoxybenzyl chloride (238 mg, 1.1 mmol) was heated to 80° C. for 12 h, cooled to room temperature and poured into water (50 mL) and ammonium chloride (saturated, 2 mL). The mixture was extracted with ethyl acetate (2×30 mL). The combined organic layers were dried (MgSO4), filtered and concentrated in vacuo. The residue was purified by flash column chromatography using Flashmaster (SiO2: 20 g, ... The reactants are ClCCl, COc1ccc(OC)c(CO)c1, O=S(Cl)Cl, Cc1cc(C)nc(C)c1. Yields the product COc1ccc(OC)c(CCl)c1. RXN SMILES: [CH2:26]([Cl:27])[Cl:28].[CH3:5][O:6][c:7]1[c:8]([CH2:9][OH:10])[cH:11][c:12]([O:15][CH3:16])[cH:13][cH:14]1.[S:1]([Cl:2])([Cl:3])=[O:4].[n:17]1[c:18]([CH3:19])[cH:20][c:21]([CH3:22])[cH:23][c:24]1[CH3:25]>>[Cl:3][CH2:9][c:8]1[c:7]([O:6][CH3:5])[cH:14][cH:13][c:12]([O:15][CH3:16])[cH:11]1. The reactants are C1COCCN1, Brc1cccc(OCc2ccccc2)c1, CC(C)(C)[O-], Cc1ccccc1, CCOC(C)=O, [Na+]. Product: c1ccc(COc2cccc(N3CCOCC3)c2)cc1. RXN SMILES: [CH2:16]1[CH2:17][O:18][CH2:19][CH2:20][NH:21]1.[CH2:1]([c:2]1[cH:3][cH:4][cH:5][cH:6][cH:7]1)[O:8][c:9]1[cH:10][c:11]([Br:15])[cH:12][cH:13][cH:14]1.[CH3:22][C:23]([CH3:24])([O-:25])[CH3:26].[CH3:28][c:29]1[cH:30][cH:31][cH:32][cH:33][cH:34]1.[CH3:35][CH2:36][O:37][C:38](=[O:39])[CH3:40].[Na+:27]>>[CH2:1]([c:2]1[cH:3][cH:4][cH:5][cH:6][cH:7]1)[O:8][c:9]1[cH:10][c:11]([N:21]2[CH2:16][CH2:17][O:18][CH2:19][CH2:20]2)[cH:12][cH:13][cH:14]1. Reactants: ClC=1C(=C(C(=O)O)C(=C(C1O)Cl)F)F (3,5-dichloro-2,6-difluoro-4-hydroxy-benzoic acid), CN(C=O)C (dimethylformamide), C1(=CC=CC=C1)C (toluene), C(=O)=O (carbon dioxide). The solvent is O (water). The product is ClC1=C(C(=C(C=C1F)F)Cl)O (2,6-Dichloro-3,5-difluorophenol). Yield: 83.0%. As a reaction SMILES: [Cl:1][C:2]1[C:3]([F:14])=[C:4]([C:8]([F:13])=[C:9]([Cl:12])[C:10]=1[OH:11])C(O)=O.CN(C)C=O.C(=O)=O.C1(C)C=CC=CC=1>O>[Cl:1][C:2]1[C:3]([F:14])=[CH:4][C:8]([F:13])=[C:9]([Cl:12])[C:10]=1[OH:11]. Procedure: 50 g of 3,5-dichloro-2,6-difluoro-4-hydroxy-benzoic acid and 10 ml of dimethylformamide are mixed and heated. At 105°-130° C., carbon dioxide evolves, and the reaction is allowed to run to completion at this temperature. 200 ml of toluene and then 80 ml of water are subsequently stirred into the mixture, the phases are separated, and the organic phase is dried and subsequently distilled. 34 g product of boiling point 87°-8° C. are obtained; nD20 : 1.5310. Reactants: N1(CCNCC1)C1=NC2=C(OC3=C1C=CC=C3)C=CC=C2 (11-(1-piperazinyl)dibenz[b,f][1,4]oxazepine), [H-].[Na+] (sodium hydride), BrCCCCCC (1 -bromohexane). Run in CN(C)C=O (DMF). Run at temperature 0 celsius, time 20 minute. The product is C(CCCCC)N1CCN(CC1)C1=NC2=C(OC3=C1C=CC=C3)C=CC=C2 (11-(4-hexyl-1-piperazinyl)dibenz[b,f][1,4]oxazepine). Reaction SMILES: [N:1]1([C:7]2[C:13]3[CH:14]=[CH:15][CH:16]=[CH:17][C:12]=3[O:11][C:10]3[CH:18]=[CH:19][CH:20]=[CH:21][C:9]=3[N:8]=2)[CH2:6][CH2:5][NH:4][CH2:3][CH2:2]1.[H-].[Na+].Br[CH2:25][CH2:26][CH2:27][CH2:28][CH2:29][CH3:30]>CN(C=O)C>[CH2:25]([N:4]1[CH2:3][CH2:2][N:1]([C:7]2[C:13]3[CH:14]=[CH:15][CH:16]=[CH:17][C:12]=3[O:11][C:10]3[CH:18]=[CH:19][CH:20]=[CH:21][C:9]=3[N:8]=2)[CH2:6][CH2:5]1)[CH2:26][CH2:27][CH2:28][CH2:29][CH3:30] |f:1.2|. Reported procedure: To a stirred solution of 11-(1-piperazinyl)dibenz[b,f][1,4]oxazepine (0.28 g, 1.00 mmol) in DMF (10 mL) was added sodium hydride (0.056 g, 60% in oil, 1.40 mmol) at 0° C. under argon. The mixture was stirred at 0° C. for 10 min at room temperature for 20 minutes, and then treated with 1 -bromohexane (0.198 g, 1.2 mmol). The resulted mixture was stirred at room temperature overnight and quenched with saturated ammonium chloride solution (10 mL). The mixture was extracted with ethyl acetate (3×30 ... Reactants: ClC=1C=CC2=C(C(=C(S2)S(=O)(=O)Cl)C)C1 (5-chloro-3-methylbenzothiophene-2-sulfonyl chloride), NC=1C=C(C(=O)OC)C=CC1 (methyl 3-aminobenzoate), N1=CC=CC=C1 (pyridine). The solvent is C(Cl)Cl (CH2Cl2), C(Cl)Cl (CH2Cl2). The product is ClC=1C=CC2=C(C(=C(S2)S(=O)(=O)NC=2C=C(C(=O)O)C=CC2)C)C1 (3-{[(5-Chloro-3-methyl-1-benzothien-2-yl)sulfonyl]amino}benzoic acid). The yield is 28.0%. Reaction SMILES: [Cl:1][C:2]1[CH:3]=[CH:4][C:5]2[S:9][C:8]([S:10](Cl)(=[O:12])=[O:11])=[C:7]([CH3:14])[C:6]=2[CH:15]=1.[NH2:16][C:17]1[CH:18]=[C:19]([CH:24]=[CH:25][CH:26]=1)[C:20]([O:22]C)=[O:21].N1C=CC=CC=1>C(Cl)Cl>[Cl:1][C:2]1[CH:3]=[CH:4][C:5]2[S:9][C:8]([S:10]([NH:16][C:17]3[CH:18]=[C:19]([CH:24]=[CH:25][CH:26]=3)[C:20]([OH:22])=[O:21])(=[O:12])=[O:11])=[C:7]([CH3:14])[C:6]=2[CH:15]=1. Procedure details: A solution of 5-chloro-3-methylbenzothiophene-2-sulfonyl chloride (200 mg, 0.711 mmol) in CH2Cl2 (5 mL) was added to a mixture of methyl 3-aminobenzoate (107 mg, 0.711 mmol) and pyridine (1 mL) in CH2Cl2 (5 mL). The reaction mixture was stirred at room temperature over night. The solvent was evaporated and the crude methyl 3-{[(5-chloro-3-methyl-1-benzothien-2-yl)sulfonyl]amino}benzoate (100 mg) was slurried in water (4 mL). LiOH (300 mg) was added and the mixture was stirred at room temperature... The reactants are [Si](C)(C)(C(C)(C)C)O[C@@H]1C(OCC1)=O ((S)-3-(tert-butyldimethylsilyloxy)dihydrofuran-2(3H)-one), C([O-])([O-])=O.[K+].[K+] (potassium carbonate), CO (methanol). Product: [Si](C)(C)(C(C)(C)C)O[C@H](C(=O)OC)CCO ((S)-methyl 2-(tert-butyldimethylsilyloxy)-4-hydroxybutanoate). Reaction SMILES: [Si:1]([O:8][C@H:9]1[CH2:13][CH2:12][O:11]C1=O)([C:4]([CH3:7])([CH3:6])[CH3:5])([CH3:3])[CH3:2].[C:15](=[O:18])([O-])[O-:16].[K+].[K+].[CH3:21]O>>[Si:1]([O:8][C@@H:9]([CH2:13][CH2:12][OH:11])[C:15]([O:16][CH3:21])=[O:18])([C:4]([CH3:7])([CH3:5])[CH3:6])([CH3:3])[CH3:2] |f:1.2.3|. Procedure details: To a solution of (S)-3-(tert-butyldimethylsilyloxy)dihydrofuran-2(3H)-one (91b, 6 g, 27.8 mmol) in methanol (40 mL) was added potassium carbonate (500 mg, 3.6 mmol). The reaction was refluxed overnight. The methanol was removed in vacuo and the residue partitioned between ethyl acetate and water. The organic phase was washed with H2O×2 and dried over anhydrous sodium sulfate. The solvent was removed in vacuo to yield (S)-methyl 2-(tert-butyldimethylsilyloxy)-4-hydroxybutanoate (91c, 3.9 g, 15.7 ...